Dataset: the Open Reaction Database (ORD), a public repository of structured organic reaction records. Task: describe an organic reaction: reactants, conditions, products, and yield The reactants are CC(C)(O[C@H]1C[C@H](C1)NC(OC(C)(C)C)=O)[Si](C)(C)C (tert-butyl {cis-3-[1-methyl-1-(trimethylsilyl)ethoxy]cyclobutyl}carbamate), [H-].[Na+] (NaH), IC (iodomethane). Run in C1CCOC1 (THF). Reaction conditions: time 30 minute. Product: CN(C(OC(C)(C)C)=O)[C@@H]1C[C@@H](C1)OC(C)([Si](C)(C)C)C (tert-butyl methyl{cis-3-[1-methyl-1-(trimethylsilyl)ethoxy]cyclobutyl}carbamate). Isolated yield 61.0%. Reaction SMILES: [CH3:1][C:2]([Si:17]([CH3:20])([CH3:19])[CH3:18])([O:4][C@@H:5]1[CH2:8][C@H:7]([NH:9][C:10](=[O:16])[O:11][C:12]([CH3:15])([CH3:14])[CH3:13])[CH2:6]1)[CH3:3].[H-].[Na+].I[CH3:24]>C1COCC1>[CH3:24][N:9]([C@H:7]1[CH2:6][C@@H:5]([O:4][C:2]([CH3:1])([Si:17]([CH3:20])([CH3:19])[CH3:18])[CH3:3])[CH2:8]1)[C:10](=[O:16])[O:11][C:12]([CH3:13])([CH3:14])[CH3:15] |f:1.2|. Procedure details: To a solution of crude tert-butyl {cis-3-[1-methyl-1-(trimethylsilyl)ethoxy]cyclobutyl}carbamate (108 g) in THF (1 L) was added NaH (60% in oil, 39.6 g, 0.99 mol) in portions and the resulting mixture was stirred at rt for 30 min. The mixture was then cooled to 0° C. and iodomethane (140.58 g, 0.99 mol) was added dropwise. After addition, the mixture was stirred from 0° C. to rt overnight. The mixture was quenched with sat. NH4Cl, and water was added (200 mL), and extracted with EtOAc. The organ... Yields the product COC(=O)c1[nH]c2ccccc2c1Oc1ccccc1N. RXN SMILES: [CH3:1][O:2][C:3](=[O:4])[c:5]1[nH:6][c:7]2[cH:8][cH:9][cH:10][cH:11][c:12]2[c:13]1[O:14][c:15]1[c:16]([N+:21]([O-:22])=[O:23])[cH:17][cH:18][cH:19][cH:20]1.[CH3:24][C:25](=[O:26])[OH:27].[CH3:29][CH2:30][OH:31].[Fe:28]>>[CH3:1][O:2][C:3](=[O:4])[c:5]1[nH:6][c:7]2[cH:8][cH:9][cH:10][cH:11][c:12]2[c:13]1[O:14][c:15]1[c:16]([NH2:21])[cH:17][cH:18][cH:19][cH:20]1. Starting materials: COC(=O)c1[nH]c2ccccc2c1Oc1ccccc1[N+](=O)[O-], CC(=O)O, CCO, [Fe]. The reactants are C(C(=O)O)(=O)O.C(C)NN (Ethylhydrazine oxalate), CCOC(=O)C(=O)CC(=O)C (ethyl acetopyruvate). Run in C(C)O (ethanol). Reaction conditions: time 8 hour. The product is C(C)N1N=C(C=C1C)C(=O)OCC (ethyl 1-ethyl-5-methyl-1H-pyrazole-3-carboxylate). The yield is 100.5%. RXN SMILES: C(O)(=O)C(O)=O.[CH2:7]([NH:9][NH2:10])[CH3:8].[CH3:11][CH2:12][O:13][C:14]([C:16]([CH2:18][C:19]([CH3:21])=O)=O)=[O:15]>C(O)C>[CH2:7]([N:9]1[C:19]([CH3:21])=[CH:18][C:16]([C:14]([O:13][CH2:12][CH3:11])=[O:15])=[N:10]1)[CH3:8] |f:0.1|. Procedure: Ethylhydrazine oxalate (23.7 g, 158 mmol) was added slowly to an 11° C. solution of ethyl acetopyruvate (50.0 g, 316 mmol) in ethanol so that the internal temperature did not exceed 14° C. The reaction was allowed to warm to ambient temperature and was stirred overnight. The reaction was concentrated under reduced pressure and 2 M sodium carbonate was added to adjust the mixture to pH 9. The mixture was transferred to a separatory funnel. The aqueous phase was extracted with methyl tert-butyl et... Starting materials: CC(C)(C)OC(=O)NCCCS(N)(=O)=O, CCN=C=NCCCN(C)C, CCOC(C)=O, CN(C)C=O, CCCCCC, CC(C)c1csc(CCc2ccn3c(=O)c(C=CC(=O)O)c(N4CCOCC4)nc3c2)n1, Cl. Product: CC(C)c1csc(CCc2ccn3c(=O)c(C=CC(=O)NS(=O)(=O)CCCNC(=O)OC(C)(C)C)c(N4CCOCC4)nc3c2)n1. Reaction SMILES: [C:33]([CH3:34])([CH3:35])([CH3:36])[O:37][C:38](=[O:39])[NH:40][CH2:41][CH2:42][CH2:43][S:44](=[O:45])(=[O:46])[NH2:47].[CH2:49]([N:50]=[C:51]=[N:52][CH2:53][CH2:54][CH2:55][N:56]([CH3:57])[CH3:58])[CH3:59].[CH3:60][CH2:61][O:62][C:63](=[O:64])[CH3:65].[CH3:66][N:67]([CH3:68])[CH:69]=[O:70].[CH3:71][CH2:72][CH2:73][CH2:74][CH2:75][CH3:76].[CH:1]([CH3:2])([CH3:3])[c:4]1[n:5][c:6]([CH2:9][CH2:10][c:11]2[cH:12][c:13]3[n:14]([c:15](=[O:30])[c:16]([CH:25]=[CH:26][C:27](=[O:28])[OH:29])[c:17]([N:19]4[CH2:20][CH2:21][O:22][CH2:23][CH2:24]4)[n:18]3)[cH:31][cH:32]2)[s:7][cH:8]1.[ClH:48]>>[CH:1]([CH3:2])([CH3:3])[c:4]1[n:5][c:6]([CH2:9][CH2:10][c:11]2[cH:12][c:13]3[n:14]([c:15](=[O:30])[c:16]([CH:25]=[CH:26][C:27](=[O:28])[NH:47][S:44]([CH2:43][CH2:42][CH2:41][NH:40][C:38]([O:37][C:33]([CH3:34])([CH3:35])[CH3:36])=[O:39])(=[O:45])=[O:46])[c:17]([N:19]4[CH2:20][CH2:21][O:22][CH2:23][CH2:24]4)[n:18]3)[cH:31][cH:32]2)[s:7][cH:8]1. Reactants: ClC1=CC=C(C=C1)[C@@H]([C@H](CCC)C1=CC=C(C(=O)NCCC(=O)OCC)C=C1)O (Ethyl N-(4-{(1R)-1-[(R)-(4-chlorophenyl)(hydroxy)methyl]butyl}benzoyl)-β-alaninate), BrC1=CC(=CC2=CC=CC=C12)C (1-bromo-3-methylnaphthalene). Run in FC(C(=O)O)(F)F (Trifluoroacetic acid). Run at time 8 hour. Product: ClC1=CC=C(C=C1)C([C@H](CCC)C1=CC=C(C(=O)NCCC(=O)OCC)C=C1)C1=CC=CC2=C(C=C(C=C12)C)Br (Ethyl N-(4-{(1S)-1-[(4-chlorophenyl)(5-bromo-7-methyl-1-naphthyl)methyl]butyl}benzoyl)-β-alaninate). Reaction SMILES: [Cl:1][C:2]1[CH:7]=[CH:6][C:5]([C@H:8](O)[C@@H:9]([C:13]2[CH:28]=[CH:27][C:16]([C:17]([NH:19][CH2:20][CH2:21][C:22]([O:24][CH2:25][CH3:26])=[O:23])=[O:18])=[CH:15][CH:14]=2)[CH2:10][CH2:11][CH3:12])=[CH:4][CH:3]=1.[Br:30][C:31]1[C:40]2[C:35](=[CH:36][CH:37]=[CH:38][CH:39]=2)[CH:34]=[C:33]([CH3:41])[CH:32]=1>FC(F)(F)C(O)=O>[Cl:1][C:2]1[CH:7]=[CH:6][C:5]([CH:8]([C:36]2[C:35]3[C:40](=[C:31]([Br:30])[CH:32]=[C:33]([CH3:41])[CH:34]=3)[CH:39]=[CH:38][CH:37]=2)[C@@H:9]([C:13]2[CH:28]=[CH:27][C:16]([C:17]([NH:19][CH2:20][CH2:21][C:22]([O:24][CH2:25][CH3:26])=[O:23])=[O:18])=[CH:15][CH:14]=2)[CH2:10][CH2:11][CH3:12])=[CH:4][CH:3]=1. Procedure details: Trifluoroacetic acid (50 mL) was added to ethyl N-(4-{(1R)-1-[(R)-(4-chlorophenyl)(hydroxy)methyl]butyl}benzoyl)-β-alaninate (EXAMPLE 1, Step A, 2.00 g, 4.79 mmol) and 1-bromo-3-methylnaphthalene (1.16 g, 5.26 mmol). The solution was stirred overnight at RT, then the solvent was evaporated and the residue was purified by silica gel chromatography eluting with 0-15% EtOAc/hexanes to afford the title compound. LC3 4.49 min. [M+H]+ 622. The reactants are COC(=O)CN1CN(c2ccccc2)C2(CCN(Cc3cccc4ccccc34)CC2)C1=O, CCO, ClCCl, Cl, [Na+], [OH-]. Yields the product O=C(O)CN1CN(c2ccccc2)C2(CCN(Cc3cccc4ccccc34)CC2)C1=O. RXN SMILES: [CH3:1][O:2][C:3]([CH2:4][N:5]1[CH2:6][N:7]([c:27]2[cH:28][cH:29][cH:30][cH:31][cH:32]2)[C:8]2([C:9]1=[O:10])[CH2:11][CH2:12][N:13]([CH2:16][c:17]1[cH:18][cH:19][cH:20][c:21]3[cH:22][cH:23][cH:24][cH:25][c:26]13)[CH2:14][CH2:15]2)=[O:33].[CH3:40][CH2:41][OH:42].[Cl:36][CH2:37][Cl:38].[ClH:39].[Na+:35].[OH-:34]>>[O:2]=[C:3]([CH2:4][N:5]1[CH2:6][N:7]([c:27]2[cH:28][cH:29][cH:30][cH:31][cH:32]2)[C:8]2([C:9]1=[O:10])[CH2:11][CH2:12][N:13]([CH2:16][c:17]1[cH:18][cH:19][cH:20][c:21]3[cH:22][cH:23][cH:24][cH:25][c:26]13)[CH2:14][CH2:15]2)[OH:33]. Reactants: Cc1ccccc1, C1CCOC1, O=C(Nc1ccc2c(-c3c(-c4ccccn4)nn4c3CCC4)ccnc2c1)OCCO, c1ccc(P(c2ccccc2)c2ccccc2)cc1. The product is O=C1OCCN1c1ccc2c(-c3c(-c4ccccn4)nn4c3CCC4)ccnc2c1. As a reaction SMILES: [CH3:51][c:52]1[cH:53][cH:54][cH:55][cH:56][cH:57]1.[O:58]1[CH2:59][CH2:60][CH2:61][CH2:62]1.[OH:1][CH2:2][CH2:3][O:4][C:5]([NH:6][c:7]1[cH:8][cH:9][c:10]2[c:11](-[c:17]3[c:18]4[n:19]([n:20][c:21]3-[c:22]3[n:23][cH:24][cH:25][cH:26][cH:27]3)[CH2:28][CH2:29][CH2:30]4)[cH:12][cH:13][n:14][c:15]2[cH:16]1)=[O:31].[c:32]1([P:33]([c:34]2[cH:35][cH:36][cH:37][cH:38][cH:39]2)[c:40]2[cH:41][cH:42][cH:43][cH:44][cH:45]2)[cH:46][cH:47][cH:48][cH:49][cH:50]1>>[CH2:2]1[CH2:3][O:4][C:5](=[O:31])[N:6]1[c:7]1[cH:8][cH:9][c:10]2[c:11](-[c:17]3[c:18]4[n:19]([n:20][c:21]3-[c:22]3[n:23][cH:24][cH:25][cH:26][cH:27]3)[CH2:28][CH2:29][CH2:30]4)[cH:12][cH:13][n:14][c:15]2[cH:16]1. Reactants: ice, OC1=C(C(=O)C2=C(C(=C(C(=C2)OC)OC)OC)OC)C=C(C(=C1OC)OC)OC (2-hydroxy-3,4,5,2′,3′,4′, 5′-heptamethoxybenzophenone), OC1=C(C(=O)O)C=C(C(=C1OC)OC)OC (2-hydroxy-3,4,5-trimethoxybenzoic acid), COC1=C(C(=C(C=C1)OC)OC)OC (1,2,3,4-tetramethoxybenzene), solution, O=P12OP3(=O)OP(=O)(O1)OP(=O)(O2)O3 (P2O5), Teflon. The solvent is CS(=O)(=O)O (methanesulfonic acid). Run at time 3 hour. The product is COC1=CC=2C(C3=CC(=C(C(=C3OC2C(=C1OC)OC)OC)OC)OC)=O (2,3,4,5,6,7-hexamethoxyxanthone). Yield: 76.6%. Reaction SMILES: OC1C(OC)=C(OC)C(OC)=CC=1C(O)=O.COC1C=CC(OC)=C(OC)C=1OC.O=P12OP3(OP(OP(O3)(O1)=O)(=O)O2)=O.O[C:46]1[C:67]([O:68][CH3:69])=[C:66]([O:70][CH3:71])[C:65]([O:72][CH3:73])=[CH:64][C:47]=1[C:48]([C:50]1[CH:55]=[C:54]([O:56][CH3:57])[C:53]([O:58][CH3:59])=[C:52]([O:60][CH3:61])[C:51]=1[O:62]C)=[O:49]>CS(O)(=O)=O>[CH3:57][O:56][C:54]1[C:53]([O:58][CH3:59])=[C:52]([O:60][CH3:61])[C:51]2[O:62][C:64]3[C:47](=[CH:46][C:67]([O:68][CH3:69])=[C:66]([O:70][CH3:71])[C:65]=3[O:72][CH3:73])[C:48](=[O:49])[C:50]=2[CH:55]=1. Procedure details: 2-hydroxy-3,4,5-trimethoxybenzoic acid (1.14 g, 0.005 mol) and 1,2,3,4-tetramethoxybenzene (0.99 g, 0.005 mol) and 25 ml of a 9% solution of P2O5 in methanesulfonic acid were shaken in a 50 ml cylindrical glass tube with a Teflon-lined screw-cap at room temperature for 54 hours. The dark orange mixture was then poured onto crushed ice (150 ml). After melting, the product was extracted with methylene chloride (3×40 ml). After removal of the solvent, the residue was chromatographed on silica gel (... Reactants: CCOCC (ether), NC1=C(C(=NN1C1=C(C=C(C=C1Cl)C(F)(F)F)Cl)C#N)I (5-amino-3-cyano-1-(2,6-dichloro-4-trifluoromethylphenyl)-4-iodopyrazole), C(O)([O-])=O.[Na+] (sodium hydrogen carbonate), N1=CC(=CC=C1)B(O)O (3-pyridylboronic acid). Reagents/catalysts: C=1C=CC(=CC1)[P](C=2C=CC=CC2)(C=3C=CC=CC3)[Pd]([P](C=4C=CC=CC4)(C=5C=CC=CC5)C=6C=CC=CC6)([P](C=7C=CC=CC7)(C=8C=CC=CC8)C=9C=CC=CC9)[P](C=1C=CC=CC1)(C=1C=CC=CC1)C=1C=CC=CC1 (tetrak-is(triphenylphosphine)palladium(0)). The solvent is O (water), C1(=CC=CC=C1)C (toluene), C(C)O (ethanol). Yields the product NC1=C(C(=NN1C1=C(C=C(C=C1Cl)C(F)(F)F)Cl)C#N)C=1C=NC=CC1 (5-Amino-3-cyano-1-(2,6-dichloro-4-trifluoromethylphenyl)-4-(3-pyridyl)pyrazole). Reaction SMILES: [NH2:1][C:2]1[N:6]([C:7]2[C:12]([Cl:13])=[CH:11][C:10]([C:14]([F:17])([F:16])[F:15])=[CH:9][C:8]=2[Cl:18])[N:5]=[C:4]([C:19]#[N:20])[C:3]=1I.C(=O)([O-])O.[Na+].[N:27]1[CH:32]=[CH:31][CH:30]=[C:29](B(O)O)[CH:28]=1.CCOCC>C1(C)C=CC=CC=1.C(O)C.C1C=CC([P]([Pd]([P](C2C=CC=CC=2)(C2C=CC=CC=2)C2C=CC=CC=2)([P](C2C=CC=CC=2)(C2C=CC=CC=2)C2C=CC=CC=2)[P](C2C=CC=CC=2)(C2C=CC=CC=2)C2C=CC=CC=2)(C2C=CC=CC=2)C2C=CC=CC=2)=CC=1.O>[NH2:1][C:2]1[N:6]([C:7]2[C:12]([Cl:13])=[CH:11][C:10]([C:14]([F:17])([F:16])[F:15])=[CH:9][C:8]=2[Cl:18])[N:5]=[C:4]([C:19]#[N:20])[C:3]=1[C:29]1[CH:28]=[N:27][CH:32]=[CH:31][CH:30]=1 |f:1.2,^1:54,56,75,94|. Reported procedure: To a rapidly stirred solution of 5-amino-3-cyano-1-(2,6-dichloro-4-trifluoromethylphenyl)-4-iodopyrazole (0.25 g) in toluene (2 ml) containing tetrak-is(triphenylphosphine)palladium(0) (0.02 g) was added saturated aqueous sodium hydrogen carbonate solution (1 ml) and a solution of 3-pyridylboronic acid (0.153 g) in ethanol (1 ml). The mixture was heated under reflux for 5 hours, then left at room temperature ovemight and then poured into ether (25 ml) and water (25 ml). The organic layer was sep... Reactants: C([O-])([O-])=O.[K+].[K+] (potassium carbonate), N1=NC=C(C=C1)C1=C(C=CC(=C1)C1=CC(=NC=C1)C(F)(F)F)O (2-(Pyridazin-4-yl)-4-(2-(trifluoromethyl)pyridine-4-yl)phenol), ClC=1C(=CC(=C(C1)S(=O)(=O)N(C=1SC=NN1)CC1=C(C=C(C=C1)OC)OC)F)F (5-chloro-N-(2,4-dimethoxybenzyl)-2,4-difluoro-N-(1,3,4-thiadiazol-2-yl)benzensulfonamide). The solvent is CS(=O)C (DMSO). Reaction conditions: time 3 hour. Product: ClC=1C(=CC(=C(C1)S(=O)(=O)N(C=1SC=NN1)CC1=C(C=C(C=C1)OC)OC)F)OC1=C(C=C(C=C1)C1=CC(=NC=C1)C(F)(F)F)C1=CN=NC=C1 (5-chloro-N-(2,4-dimethoxybenzyl)-2-fluoro-4-{2-pyridazin-4-yl-4-[2-(trifluoromethyl)pyridin-4-yl]phenoxy}-N-1,3,4-thiadiazol-2-ylbenzenesulfonamide). Isolated yield 82.6%. Reaction SMILES: [N:1]1[CH:6]=[CH:5][C:4]([C:7]2[CH:12]=[C:11]([C:13]3[CH:18]=[CH:17][N:16]=[C:15]([C:19]([F:22])([F:21])[F:20])[CH:14]=3)[CH:10]=[CH:9][C:8]=2[OH:23])=[CH:3][N:2]=1.C(=O)([O-])[O-].[K+].[K+].[Cl:30][C:31]1[C:32](F)=[CH:33][C:34]([F:57])=[C:35]([S:37]([N:40]([CH2:46][C:47]2[CH:52]=[CH:51][C:50]([O:53][CH3:54])=[CH:49][C:48]=2[O:55][CH3:56])[C:41]2[S:42][CH:43]=[N:44][N:45]=2)(=[O:39])=[O:38])[CH:36]=1>CS(C)=O>[Cl:30][C:31]1[C:32]([O:23][C:8]2[CH:9]=[CH:10][C:11]([C:13]3[CH:18]=[CH:17][N:16]=[C:15]([C:19]([F:20])([F:21])[F:22])[CH:14]=3)=[CH:12][C:7]=2[C:4]2[CH:5]=[CH:6][N:1]=[N:2][CH:3]=2)=[CH:33][C:34]([F:57])=[C:35]([S:37]([N:40]([CH2:46][C:47]2[CH:52]=[CH:51][C:50]([O:53][CH3:54])=[CH:49][C:48]=2[O:55][CH3:56])[C:41]2[S:42][CH:43]=[N:44][N:45]=2)(=[O:38])=[O:39])[CH:36]=1 |f:1.2.3|. Procedure details: 2-(Pyridazin-4-yl)-4-(2-(trifluoromethyl)pyridine-4-yl)phenol (Preparation 79, 0.105 mg, 0.33 mmol) was dissolved in DMSO (3 mL) and potassium carbonate (91 mg, 0.66 mmol) was added followed by 5-chloro-N-(2,4-dimethoxybenzyl)-2,4-difluoro-N-(1,3,4-thiadiazol-2-yl)benzensulfonamide (Preparation 16, 153 mg, 0.33 mmol). The mixture was stirred at room temperature for 3 hours and then partitioned between ethyl acetate (40 mL) and 1M aqueous sodium hydroxide solution (10 mL). The organic layer was s...